Dataset: the Open Reaction Database (ORD), a public repository of structured organic reaction records. Task: describe an organic reaction: reactants, conditions, products, and yield Starting materials: Cl.Cl.C(C)N1N=CC=2C1=NC=C(C2NC2CCOCC2)C(=O)NN (1-Ethyl-4-(tetrahydro-2H-pyran-4-ylamino)-1H-pyrazolo[3,4-b]pyridine-5-carbohydrazide dihydrochloride), CCN(C(C)C)C(C)C (DIPEA), C1(CC1)C(=O)Cl (cyclopropylcarbonyl chloride). Solvent: C1CCOC1 (THF). Yields the product C1(CC1)C(=O)NNC(=O)C=1C(=C2C(=NC1)N(N=C2)CC)NC2CCOCC2 (N′-(Cyclopropylcarbonyl)-1-ethyl-4-(tetrahydro-2H-pyran-4-ylamino)-1H-pyrazolo[3,4-b]pyridine-5-carbohydrazide). Isolated yield 45.0%. Reaction SMILES: Cl.Cl.[CH2:3]([N:5]1[C:9]2=[N:10][CH:11]=[C:12]([C:21]([NH:23][NH2:24])=[O:22])[C:13]([NH:14][CH:15]3[CH2:20][CH2:19][O:18][CH2:17][CH2:16]3)=[C:8]2[CH:7]=[N:6]1)[CH3:4].CCN(C(C)C)C(C)C.[CH:34]1([C:37](Cl)=[O:38])[CH2:36][CH2:35]1>C1COCC1>[CH:34]1([C:37]([NH:24][NH:23][C:21]([C:12]2[C:13]([NH:14][CH:15]3[CH2:16][CH2:17][O:18][CH2:19][CH2:20]3)=[C:8]3[CH:7]=[N:6][N:5]([CH2:3][CH3:4])[C:9]3=[N:10][CH:11]=2)=[O:22])=[O:38])[CH2:36][CH2:35]1 |f:0.1.2|. Procedure: A solution of Intermediate 19 (0.045 g) in THF (2 ml) was treated with DIPEA (0.045 ml), then with cyclopropylcarbonyl chloride (0.013 g) and stirred at room temperature for 16 h. The mixture was concentrated in vacuo and the residue partitioned between dichloromethane and water. The layers were separated and the organic layer concentrated in vacuo, then applied to an SPE cartridge (aminopropyl, 1 g). The column was eluted with methanol to afford Intermediate 20 as a white solid (0.02 g). LCMS s... Starting materials: C1COCCN1CCNS(=O)(=O)C2=CC=C(C=C2)N, CC1=NC(=C(C=C1)OC2=CC(=NC=C2)Cl)C. Reagents/catalysts: C(=O)([O-])[O-].[Cs+].[Cs+], CC1(C2=C(C(=CC=C2)P(C3=CC=CC=C3)C4=CC=CC=C4)OC5=C1C=CC=C5P(C6=CC=CC=C6)C7=CC=CC=C7)C, CC(=O)O.CC(=O)O.[Pd]. Run in CC(=O)N(C)C. Run at temperature 150 celsius. Yields the product CC1=NC(=C(C=C1)OC2=CC(=NC=C2)NC3=CC=C(C=C3)S(=O)(=O)NCCN4CCOCC4)C. The yield is 60.7%. Procedure details: In a 10 mL microwave reactor 3-(2-chloropyridin-4-yloxy)-2,6-dimethylpyridine (100 mg, 0.43 mmol) and 4-amino-N-(2-morpholinoethyl)benzenesulfonamide (122 mg, 0.43 mmol) were dissolved in DMA (5 mL) to give a tan solution.To the resultant solution Cesium carbonate (0.068 mL, 0.85 mmol) was added and sparged with nitrogen for 1 minute. Then Palladium(II) acetate (6.70 mg, 0.03 mmol) and 9,9-Dimethyl-4,5-bis(diphenylphosphino)xanthene (29.6 mg, 0.05 mmol) were added and the reaction mixture was se... Starting materials: Nc1cc(C(=O)O)cc(N2CCCC2=O)c1, [Na], O. Yields the product O=C(O)c1cc(O)cc(N2CCCC2=O)c1. As a reaction SMILES: [NH2:1][c:2]1[cH:3][c:4]([C:5](=[O:6])[OH:7])[cH:8][c:9]([N:11]2[C:12](=[O:16])[CH2:13][CH2:14][CH2:15]2)[cH:10]1.[Na:17].[OH2:18]>>[c:2]1([OH:18])[cH:3][c:4]([C:5](=[O:6])[OH:7])[cH:8][c:9]([N:11]2[C:12](=[O:16])[CH2:13][CH2:14][CH2:15]2)[cH:10]1. Reactants: C(C1=CC=CC=C1)(=O)N(N)C(C(=O)NN)=O (N-benzoyloxalic acid dihydrazide), C(CCC)(=O)Cl (butyric acid chloride), ice water. Solvent: CC(=O)N(C)C (dimethylacetamide). Reaction conditions: time 3 hour. Product: C(C1=CC=CC=C1)(=O)N(NC(CCC)=O)C(C(=O)NN)=O (N-benzoyl-N'-butyroyloxalic acid dihydrazide). As a reaction SMILES: [C:1]([N:9]([C:11](=[O:16])[C:12]([NH:14][NH2:15])=[O:13])[NH2:10])(=[O:8])[C:2]1[CH:7]=[CH:6][CH:5]=[CH:4][CH:3]=1.[C:17](Cl)(=[O:21])[CH2:18][CH2:19][CH3:20]>CC(N(C)C)=O>[C:1]([N:9]([C:11](=[O:16])[C:12]([NH:14][NH2:15])=[O:13])[NH:10][C:17](=[O:21])[CH2:18][CH2:19][CH3:20])(=[O:8])[C:2]1[CH:3]=[CH:4][CH:5]=[CH:6][CH:7]=1. Procedure: 11.1 g (0.05 mols) of N-benzoyloxalic acid dihydrazide are suspended in 250 ml of dimethylacetamide and dropwise admixed, while stirring, with 5.8 g (0.055 mols) of butyric acid chloride. The reaction mixture is stirred for 3 hours at 60°-70° C., then 500 ml of ice water are added and filtering under suction is carried out at 5°-10° C. The resultant product is recrystallised from methylcellosolve. There is obtained N-benzoyl-N'-butyroyloxalic acid dihydrazide (stabiliser 44), M.P. 254° C.